Dataset: the Open Reaction Database (ORD), a public repository of structured organic reaction records. Task: describe an organic reaction: reactants, conditions, products, and yield The reactants are CC=1C=NC=C(C(=O)Cl)C1 (5-methylnicotinoyl chloride), C(C)OC(=O)C1CCN(CC1)CC1=CC(=CC=C1)NC(C1=CC=C(C=C1)Cl)=O (1-[3-(4-Chloro-benzoylamino)-benzyl]-piperidine-4-carboxylic acid ethyl ester), ClC1=CC=C(C(=O)NC2=CC(=CC=C2)C2OCCO2)C=C1 (4-Chloro-N-(3-[1,3]dioxolan-2-yl-phenyl)-benzamide), N1CCC(CCC1)C(=O)OC (rac-methyl azepane-4-carboxylate). The product is CC=1C=C(C=NC1)C(=O)NC=1C=C(CN2CCC(CCC2)C(=O)O)C=CC1 (rac-1-{3-[(5-Methyl-pyridine-3-carbonyl)-amino]-benzyl}-azepane-4-carboxylic acid). Reaction SMILES: [CH3:1][C:2]1[CH:3]=[N:4][CH:5]=[C:6]([CH:10]=1)[C:7](Cl)=[O:8].Cl[C:12]1[CH:31]=[CH:30][C:15]([C:16]([NH:18][C:19]2[CH:24]=[CH:23][CH:22]=[C:21]([CH:25]3[O:29]CC[O:26]3)[CH:20]=2)=O)=[CH:14][CH:13]=1.[NH:32]1CCCC(C(OC)=O)CC1.C(OC(C1CCN(CC2C=CC=C(NC(=O)C3C=CC(Cl)=CC=3)C=2)CC1)=O)C>>[CH3:1][C:2]1[CH:10]=[C:6]([C:7]([NH:32][C:13]2[CH:14]=[C:15]([CH:30]=[CH:31][CH:12]=2)[CH2:16][N:18]2[CH2:24][CH2:23][CH2:22][CH:21]([C:25]([OH:29])=[O:26])[CH2:20][CH2:19]2)=[O:8])[CH:5]=[N:4][CH:3]=1. Procedure details: The title compound is prepared according to the reaction sequence 2.001a-2.001d described above using 5-methylnicotinoyl chloride instead of 4-chlorobenzoyl chloride as in 2.001a and rac-methyl azepane-4-carboxylate instead of ethyl isonipecotate as in 2.001c: LC-MS A: tR=0.48 min; [M+H]+=368.14. The reactants are O=C([O-])[O-], CS(C)=O, [Cs+], [Cs+], O=Cc1ccc(F)cc1, Oc1c(-c2ccc(OCc3ccccc3)cc2)c(C(F)(F)F)cc2ccccc12. Product: O=Cc1ccc(Oc2c(-c3ccc(OCc4ccccc4)cc3)c(C(F)(F)F)cc3ccccc23)cc1. As a reaction SMILES: [C:39](=[O:40])([O-:41])[O-:42].[CH3:45][S:46]([CH3:47])=[O:48].[Cs+:43].[Cs+:44].[F:30][c:31]1[cH:32][cH:33][c:34]([CH:35]=[O:36])[cH:37][cH:38]1.[c:1]1([CH2:7][O:8][c:9]2[cH:10][cH:11][c:12](-[c:15]3[c:16]([OH:29])[c:17]4[cH:18][cH:19][cH:20][cH:21][c:22]4[cH:23][c:24]3[C:25]([F:26])([F:27])[F:28])[cH:13][cH:14]2)[cH:2][cH:3][cH:4][cH:5][cH:6]1>>[c:1]1([CH2:7][O:8][c:9]2[cH:10][cH:11][c:12](-[c:15]3[c:16]([O:29][c:31]4[cH:32][cH:33][c:34]([CH:35]=[O:36])[cH:37][cH:38]4)[c:17]4[cH:18][cH:19][cH:20][cH:21][c:22]4[cH:23][c:24]3[C:25]([F:26])([F:27])[F:28])[cH:13][cH:14]2)[cH:2][cH:3][cH:4][cH:5][cH:6]1. Starting materials: CS(=O)(=O)CCN1CCNCC1, CCOc1cc(C(C)(C)C(=O)N(CC)CC)ccc1C1=NC(c2ccc(Cl)cc2)C(c2ccc(Cl)cc2)N1C(=O)Cl, Cl, Cl. Product: CCOc1cc(C(C)(C)C(=O)N(CC)CC)ccc1C1=NC(c2ccc(Cl)cc2)C(c2ccc(Cl)cc2)N1C(=O)N1CCN(CCS(C)(=O)=O)CC1. Reaction SMILES: [CH3:44][S:45](=[O:46])(=[O:47])[CH2:48][CH2:49][N:50]1[CH2:51][CH2:52][NH:53][CH2:54][CH2:55]1.[Cl:1][c:2]1[cH:3][cH:4][c:5]([CH:8]2[N:9]=[C:10]([c:23]3[c:24]([O:39][CH2:40][CH3:41])[cH:25][c:26]([C:29]([CH3:30])([CH3:31])[C:32]([N:33]([CH2:34][CH3:35])[CH2:36][CH3:37])=[O:38])[cH:27][cH:28]3)[N:11]([C:20](=[O:21])[Cl:22])[CH:12]2[c:13]2[cH:14][cH:15][c:16]([Cl:19])[cH:17][cH:18]2)[cH:6][cH:7]1.[ClH:42].[ClH:43]>>[Cl:1][c:2]1[cH:3][cH:4][c:5]([CH:8]2[N:9]=[C:10]([c:23]3[c:24]([O:39][CH2:40][CH3:41])[cH:25][c:26]([C:29]([CH3:30])([CH3:31])[C:32]([N:33]([CH2:34][CH3:35])[CH2:36][CH3:37])=[O:38])[cH:27][cH:28]3)[N:11]([C:20](=[O:21])[N:53]3[CH2:52][CH2:51][N:50]([CH2:49][CH2:48][S:45]([CH3:44])(=[O:46])=[O:47])[CH2:55][CH2:54]3)[CH:12]2[c:13]2[cH:14][cH:15][c:16]([Cl:19])[cH:17][cH:18]2)[cH:6][cH:7]1. Starting materials: Cl.C(C1=CC=CC=C1)SC(=N)C1=CC=CC=C1 (Phenylformimino benzyl thioether hydrochloride), NC(C(=O)OCC)C#N (ethyl aminocyanoacetate), C(C)OCC (diethyl ether). The solvent is C(Cl)(Cl)Cl (chloroform). Run at time 8 hour. Product: Cl.NC1=C(N=C(N1)C1=CC=CC=C1)C(=O)OCC (5-Amino-4-carbethoxy-2-phenylimidazole hydrochloride). Reaction SMILES: [ClH:1].C(S[C:10]([C:12]1[CH:17]=[CH:16][CH:15]=[CH:14][CH:13]=1)=[NH:11])C1C=CC=CC=1.[NH2:18][CH:19]([C:25]#[N:26])[C:20]([O:22][CH2:23][CH3:24])=[O:21].C(OCC)C>C(Cl)(Cl)Cl>[ClH:1].[NH2:26][C:25]1[NH:11][C:10]([C:12]2[CH:13]=[CH:14][CH:15]=[CH:16][CH:17]=2)=[N:18][C:19]=1[C:20]([O:22][CH2:23][CH3:24])=[O:21] |f:0.1,5.6|. Procedure details: Phenylformimino benzyl thioether hydrochloride (28.5gm) was refluxed in chloroform (200 ml) with ethyl aminocyanoacetate (17.0gm) for 1 hour. On standing for 8 hours the addition of dry diethyl ether (250 ml) caused the precipitation of the 5-amino-4-carbethoxy-2-phenylimidazole hydrochloride (24.5gm) m.p. 228° C after recrystallisation from ethanol. Reactants: CC1(OCC(O1)CO)C (D-acetone glycerol), [OH-].[K+] (potassium hydroxide), C(CCCCCCCCCCCCCCC)Br (hexadecyl bromide), C1=CC=CC=C1 (benzene). The solvent is CCOCC (ether). The product is C(CCCCCCCCCCCCCCC)OCC(O)COC(C1=CC=CC=C1)(C1=CC=CC=C1)C1=CC=CC=C1 (1-Hexadecyl-3-tritylglycerol), C(CCCCCCCCCCCCCCC)OCC(O)CO (1-hexadecyl-glycerol). Reaction SMILES: [CH3:1][C:2]1([CH3:9])[O:6][CH:5]([CH2:7][OH:8])[CH2:4][O:3]1.[OH-].[K+].[CH2:12](Br)[CH2:13][CH2:14][CH2:15][CH2:16][CH2:17][CH2:18][CH2:19][CH2:20][CH2:21][CH2:22][CH2:23][CH2:24][CH2:25][CH2:26][CH3:27].[CH:29]1[CH:34]=[CH:33][CH:32]=[CH:31][CH:30]=1>CCOCC>[CH2:12]([O:8][CH2:7][CH:5]([CH2:4][O:3][C:2]([C:9]1[CH:21]=[CH:20][CH:19]=[CH:18][CH:17]=1)([C:29]1[CH:34]=[CH:33][CH:32]=[CH:31][CH:30]=1)[C:1]1[CH:16]=[CH:15][CH:14]=[CH:13][CH:12]=1)[OH:6])[CH2:13][CH2:14][CH2:15][CH2:16][CH2:17][CH2:18][CH2:19][CH2:20][CH2:21][CH2:22][CH2:23][CH2:24][CH2:25][CH2:26][CH3:27].[CH2:2]([O:3][CH2:4][CH:5]([CH2:7][OH:8])[OH:6])[CH2:9][CH2:25][CH2:24][CH2:23][CH2:22][CH2:21][CH2:20][CH2:19][CH2:18][CH2:17][CH2:16][CH2:15][CH2:14][CH2:13][CH3:12] |f:1.2|. Procedure details: 1-Hexadecyl-3-tritylglycerol was prepared as described in U.S. Pat. No. 6,838,452. In brief, D-acetone glycerol (4 grams), powdered potassium hydroxide (approximately 10 grams) and hexadecyl bromide (9.3 grams) in benzene (100 ml) were stirred and refluxed for 5 hours, while removing the water formed by azeotropic distillation (compare W. J. Baumann and H. K. Mangold, J. Org. Chem. 29: 3055, 1964 and F. Paltauf, Monatsh. 99:1277, 1968). The volume of the solvent was gradually reduced to about 20...